Task: describe an organic reaction: reactants, conditions, products, and yield. Dataset: the Open Reaction Database (ORD), a public repository of structured organic reaction records Starting materials: BrC=1C=C(C=O)C=CC1 (3-bromobenzaldehyde), C(CCO)O (propane-1,3-diol), O (water). Reagents/catalysts: CC=1C=CC(=CC1)S(=O)(=O)O (TsOH). Solvent: C1(=CC=CC=C1)C (toluene). Run at time 18 hour. Yields the product BrC=1C=C(C=CC1)C1OCCCO1 (2-(3-bromophenyl)-1,3-dioxane). The yield is 102.8%. RXN SMILES: [Br:1][C:2]1[CH:3]=[C:4]([CH:7]=[CH:8][CH:9]=1)[CH:5]=[O:6].[CH2:10](O)[CH2:11][CH2:12][OH:13].O>C1(C)C=CC=CC=1.CC1C=CC(S(O)(=O)=O)=CC=1>[Br:1][C:2]1[CH:3]=[C:4]([CH:5]2[O:13][CH2:12][CH2:11][CH2:10][O:6]2)[CH:7]=[CH:8][CH:9]=1. Procedure: A mixture containing 3-bromobenzaldehyde (135; 18.5 g, 100 mmol), propane-1,3-diol (9.1 g, 120 mmol) and TsOH (0.1 g) in toluene (200 mL) was stirred under reflux in a Dean-Stark water separator for 18 h. Upon cooling to room temperature, the mixture was washed with 5% aqueous Na2CO3 (200 mL), dried (Na2SO4) and concentrated under reduced pressure to afford essentially quantitative yield of crude 2-(3-bromophenyl)-1,3-dioxane 136 as a yellow oil (25 g).